From a dataset of the Open Reaction Database (ORD), a public repository of structured organic reaction records. describe an organic reaction: reactants, conditions, products, and yield Reactants: CI, [H-], CCCCCC(=O)Nc1ccc2nc3c4ccccc4c(=O)n(-c4ccc([N+](=O)[O-])cc4)c3n2c1, [Na+], CN(C)C=O, O. Yields the product CCCCCC(=O)N(C)c1ccc2nc3c4ccccc4c(=O)n(-c4ccc([N+](=O)[O-])cc4)c3n2c1. Reaction SMILES: [CH3:38][I:39].[H-:1].[N+:3](=[O:4])([O-:5])[c:6]1[cH:7][cH:8][c:9](-[n:12]2[c:13](=[O:37])[c:14]3[cH:15][cH:16][cH:17][cH:18][c:19]3[c:20]3[c:21]2[n:22]2[c:23]([n:24]3)[cH:25][cH:26][c:27]([NH:29][C:30]([CH2:31][CH2:32][CH2:33][CH2:34][CH3:35])=[O:36])[cH:28]2)[cH:10][cH:11]1.[Na+:2].[O:41]=[CH:42][N:43]([CH3:44])[CH3:45].[OH2:40]>>[N+:3](=[O:4])([O-:5])[c:6]1[cH:7][cH:8][c:9](-[n:12]2[c:13](=[O:37])[c:14]3[cH:15][cH:16][cH:17][cH:18][c:19]3[c:20]3[c:21]2[n:22]2[c:23]([n:24]3)[cH:25][cH:26][c:27]([N:29]([C:30]([CH2:31][CH2:32][CH2:33][CH2:34][CH3:35])=[O:36])[CH3:38])[cH:28]2)[cH:10][cH:11]1.